Dataset: the Open Reaction Database (ORD), a public repository of structured organic reaction records. Task: describe an organic reaction: reactants, conditions, products, and yield Starting materials: Fc1cccc(Br)c1Cl, Cc1cc2c(s1)C(O)CNC2. Product: Cc1cc2c(s1)C(Oc1cccc(Br)c1Cl)CNC2. As a reaction SMILES: [Br:12][c:13]1[c:14]([Cl:20])[c:15]([F:19])[cH:16][cH:17][cH:18]1.[CH3:1][c:2]1[cH:3][c:4]2[c:9]([s:10]1)[CH:8]([OH:11])[CH2:7][NH:6][CH2:5]2>>[CH3:1][c:2]1[cH:3][c:4]2[c:9]([s:10]1)[CH:8]([O:11][c:15]1[c:14]([Cl:20])[c:13]([Br:12])[cH:18][cH:17][cH:16]1)[CH2:7][NH:6][CH2:5]2.